describe an organic reaction: reactants, conditions, products, and yield From a dataset of the Open Reaction Database (ORD), a public repository of structured organic reaction records. Starting materials: CCOC(=O)CCN1CCOc2ccc(-c3noc(-c4ccc(OC(C)C)c(C#N)c4)n3)cc2C1, CCO, [Na+], [OH-]. Product: CC(C)Oc1ccc(-c2nc(-c3ccc4c(c3)CN(CCC(=O)O)CCO4)no2)cc1C#N. As a reaction SMILES: [C:1](#[N:2])[c:3]1[cH:4][c:5](-[c:13]2[n:14][c:15](-[c:18]3[cH:19][cH:20][c:21]4[c:22]([cH:35]3)[CH2:23][N:24]([CH2:28][CH2:29][C:30](=[O:31])[O:32][CH2:33][CH3:34])[CH2:25][CH2:26][O:27]4)[n:16][o:17]2)[cH:6][cH:7][c:8]1[O:9][CH:10]([CH3:11])[CH3:12].[CH3:38][CH2:39][OH:40].[Na+:37].[OH-:36]>>[C:1](#[N:2])[c:3]1[cH:4][c:5](-[c:13]2[n:14][c:15](-[c:18]3[cH:19][cH:20][c:21]4[c:22]([cH:35]3)[CH2:23][N:24]([CH2:28][CH2:29][C:30](=[O:31])[OH:32])[CH2:25][CH2:26][O:27]4)[n:16][o:17]2)[cH:6][cH:7][c:8]1[O:9][CH:10]([CH3:11])[CH3:12]. Starting materials: C([O-])([O-])=O.[NH4+].[NH4+] (ammonium carbonate), O[Li].O (LiOH.H2O), FC1=C(C=CC(=C1)NC1=NC=C(C(=N1)CCC1=C(C=CC=C1)CC(=O)OC)C(F)(F)F)C1CCN(CC1)C(=O)OC(C)(C)C (tert-butyl 4-(2-fluoro-4-((4-(2-(2-methoxy-2-oxoethyl)phenethyl)-5-(trifluoromethyl)pyrimidin-2-yl)amino)phenyl)piperidine-1-carboxylate), C=1C=CC2=C(C1)N=NN2O (HOBt), CCN=C=NCCCN(C)C.Cl (EDCl), Cl (HCl), CCN(C(C)C)C(C)C (DIPEA). The solvent is CN(C)C=O (DMF), C1CCOC1 (THF), O (water), CO (MeOH), C1CCOC1 (THF). Reaction conditions: time 18 hour. The product is NC(CC1=C(CCC2=NC(=NC=C2C(F)(F)F)NC2=CC(=C(C=C2)C2CCN(CC2)C(=O)OC(C)(C)C)F)C=CC=C1)=O (tert-Butyl 4-(4-((4-(2-(2-amino-2-oxoethyl)phenethyl)-5-(trifluoromethyl)pyrimidin-2-yl)amino)-2-fluorophenyl)piperidine-1-carboxylate), solid. The yield is 69.0%. As a reaction SMILES: O[Li].O.[F:4][C:5]1[CH:10]=[C:9]([NH:11][C:12]2[N:17]=[C:16]([CH2:18][CH2:19][C:20]3[CH:25]=[CH:24][CH:23]=[CH:22][C:21]=3[CH2:26][C:27]([O:29]C)=O)[C:15]([C:31]([F:34])([F:33])[F:32])=[CH:14][N:13]=2)[CH:8]=[CH:7][C:6]=1[CH:35]1[CH2:40][CH2:39][N:38]([C:41]([O:43][C:44]([CH3:47])([CH3:46])[CH3:45])=[O:42])[CH2:37][CH2:36]1.C1C=CC2N(O)N=[N:54]C=2C=1.CCN=C=NCCCN(C)C.Cl.Cl.CCN(C(C)C)C(C)C.C(=O)([O-])[O-].[NH4+].[NH4+]>C1COCC1.O.CO.CN(C=O)C>[NH2:54][C:27](=[O:29])[CH2:26][C:21]1[CH:22]=[CH:23][CH:24]=[CH:25][C:20]=1[CH2:19][CH2:18][C:16]1[C:15]([C:31]([F:34])([F:32])[F:33])=[CH:14][N:13]=[C:12]([NH:11][C:9]2[CH:8]=[CH:7][C:6]([CH:35]3[CH2:36][CH2:37][N:38]([C:41]([O:43][C:44]([CH3:47])([CH3:45])[CH3:46])=[O:42])[CH2:39][CH2:40]3)=[C:5]([F:4])[CH:10]=2)[N:17]=1 |f:0.1,4.5,8.9.10|. Procedure details: LiOH.H2O (0.063 g, 1.5 mmol) was added to a solution of tert-butyl 4-(2-fluoro-4-((4-(2-(2-methoxy-2-oxoethyl)phenethyl)-5-(trifluoromethyl)pyrimidin-2-yl)amino)phenyl)piperidine-1-carboxylate (A31) (0.30 g, 0.49 mmol) in THF (10 mL), water (2 mL) and MeOH (1.5 mL) and the resulting mixture was stirred at room temperature for 18 hours. The volatiles were removed in vacuo and the residue was partitioned between EtOAc (50 mL) and saturated aqueous NaHCO3 (50 mL). The layers were separated and the ... Starting materials: CC1(OC(C(CC1=O)=O)(C)C)C (2,2,6,6-Tetramethylpyran-3,5-dione), C(Cl)(Cl)Cl (chloroform), Cl (hydrochloric acid), C(C)(=O)[O-].C(C)(=O)[O-].C(C)(=O)[O-].BrC1=CC(=C(C=C1)[Pb+3])CC (4-Bromo-2-ethyl-phenyllead triacetate). Reagents/catalysts: CN(C1=CC=NC=C1)C (4-dimethylaminopyridine). Solvent: C1(=CC=CC=C1)C (toluene). Conditions: temperature 80 celsius. Yields the product BrC1=CC(=C(C=C1)C1C(C(OC(C1=O)(C)C)(C)C)=O)CC (4-(4-bromo-2-ethylphenyl)-2,2,6,6-tetramethylpyran-3,5-dione). The yield is 60.2%. Reaction SMILES: [CH3:1][C:2]1([CH3:12])[C:7](=[O:8])[CH2:6][C:5](=[O:9])[C:4]([CH3:11])([CH3:10])[O:3]1.C(Cl)(Cl)Cl.C([O-])(=O)C.C([O-])(=O)C.C([O-])(=O)C.[Br:29][C:30]1[CH:35]=[CH:34][C:33]([Pb+3])=[C:32]([CH2:37][CH3:38])[CH:31]=1.Cl>CN(C)C1C=CN=CC=1.C1(C)C=CC=CC=1>[Br:29][C:30]1[CH:35]=[CH:34][C:33]([CH:6]2[C:7](=[O:8])[C:2]([CH3:12])([CH3:1])[O:3][C:4]([CH3:11])([CH3:10])[C:5]2=[O:9])=[C:32]([CH2:37][CH3:38])[CH:31]=1 |f:2.3.4.5|. Procedure: 2,2,6,6-Tetramethylpyran-3,5-dione (8 g, 0.047 mol) and 4-dimethylaminopyridine (24 g, 0.196 mol) are added to a mixture of chloroform (160 ml) and toluene (40 ml). The reaction mixture is flushed with nitrogen for 15 minutes at ambient temperature. 4-Bromo-2-ethyl-phenyllead triacetate (29.4 g, 0.051 mol) is added in one portion and the reaction mixture is stirred and heated to 80° C. (pre-heated oil bath) under an atmosphere of nitrogen for 1 hour. The reaction mixture is cooled to room temper...